Dataset: the Open Reaction Database (ORD), a public repository of structured organic reaction records. Task: describe an organic reaction: reactants, conditions, products, and yield Reactants: Brc1cnc2ccccc2c1, C1COCCO1, CCCCCCCCCCCC, COC(=O)c1c[nH]c2ccccc12, NC1CCCCC1N, I[Cu]I, [K+], [K+], [K+], O=P([O-])([O-])[O-]. Product: COC(=O)c1cn(-c2cnc3ccccc3c2)c2ccccc12. RXN SMILES: [Br:13][c:14]1[cH:15][n:16][c:17]2[cH:18][cH:19][cH:20][cH:21][c:22]2[cH:23]1.[CH2:56]1[O:57][CH2:58][CH2:59][O:60][CH2:61]1.[CH3:1][CH2:2][CH2:3][CH2:4][CH2:5][CH2:6][CH2:7][CH2:8][CH2:9][CH2:10][CH2:11][CH3:12].[CH3:32][O:33][C:34](=[O:35])[c:36]1[cH:37][nH:38][c:39]2[cH:40][cH:41][cH:42][cH:43][c:44]12.[CH:24]1([NH2:25])[CH2:26][CH2:27][CH2:28][CH2:29][CH:30]1[NH2:31].[Cu:53]([I:54])[I:55].[K+:50].[K+:51].[K+:52].[P:45]([O-:46])([O-:47])([O-:48])=[O:49]>>[c:14]1(-[n:38]2[cH:37][c:36]([C:34]([O:33][CH3:32])=[O:35])[c:44]3[c:39]2[cH:40][cH:41][cH:42][cH:43]3)[cH:15][n:16][c:17]2[cH:18][cH:19][cH:20][cH:21][c:22]2[cH:23]1. The reactants are C(CCCCCCCCCCC)NC1=CC=C(C(=O)CC(=O)OCC)C=C1 (ethyl p-(dodecylamino)benzoylacetate), C(CCCCCCCCCCCCC)NC1=CC=C(C(=O)CC(=O)OCC)C=C1 (ethyl p-(tetradecylamino)benzoylacetate), C(CCCCCCC)NC1=CC=C(C(=O)CC(=O)OCC)C=C1 (ethyl p-(octylamino)benzoylacetate), ethyl p-(nonadecylamino)benzoyl acetate. The product is C(CCCCCCC)NC1=CC=C(C(=O)CC(=O)O)C=C1 (p-octylaminobenzoylacetic acid), C(CCCCCCCCCCC)NC1=CC=C(C(=O)CC(=O)O)C=C1 (p-dodecylaminobenzoylacetic acid), C(CCCCCCCCCCCCC)NC1=CC=C(C(=O)CC(=O)O)C=C1 (p-tetradecylaminobenzoylacetic acid). As a reaction SMILES: [CH2:1]([NH:9][C:10]1[CH:23]=[CH:22][C:13]([C:14]([CH2:16][C:17]([O:19]CC)=[O:18])=[O:15])=[CH:12][CH:11]=1)[CH2:2][CH2:3][CH2:4][CH2:5][CH2:6][CH2:7][CH3:8].[CH2:24]([NH:36][C:37]1[CH:50]=[CH:49][C:40]([C:41]([CH2:43][C:44]([O:46]CC)=[O:45])=[O:42])=[CH:39][CH:38]=1)[CH2:25][CH2:26][CH2:27][CH2:28][CH2:29][CH2:30][CH2:31][CH2:32][CH2:33][CH2:34][CH3:35].[CH2:51]([NH:65][C:66]1[CH:79]=[CH:78][C:69]([C:70]([CH2:72][C:73]([O:75]CC)=[O:74])=[O:71])=[CH:68][CH:67]=1)[CH2:52][CH2:53][CH2:54][CH2:55][CH2:56][CH2:57][CH2:58][CH2:59][CH2:60][CH2:61][CH2:62][CH2:63][CH3:64]>>[CH2:1]([NH:9][C:10]1[CH:23]=[CH:22][C:13]([C:14]([CH2:16][C:17]([OH:19])=[O:18])=[O:15])=[CH:12][CH:11]=1)[CH2:2][CH2:3][CH2:4][CH2:5][CH2:6][CH2:7][CH3:8].[CH2:24]([NH:36][C:37]1[CH:38]=[CH:39][C:40]([C:41]([CH2:43][C:44]([OH:46])=[O:45])=[O:42])=[CH:49][CH:50]=1)[CH2:25][CH2:26][CH2:27][CH2:28][CH2:29][CH2:30][CH2:31][CH2:32][CH2:33][CH2:34][CH3:35].[CH2:51]([NH:65][C:66]1[CH:67]=[CH:68][C:69]([C:70]([CH2:72][C:73]([OH:75])=[O:74])=[O:71])=[CH:78][CH:79]=1)[CH2:52][CH2:53][CH2:54][CH2:55][CH2:56][CH2:57][CH2:58][CH2:59][CH2:60][CH2:61][CH2:62][CH2:63][CH3:64]. Procedure: By employing an equimolar amount of ethyl p-(octylamino)benzoylacetate, ethyl p-(dodecylamino)benzoylacetate, ethyl p-(tetradecylamino)benzoylacetate, and ethyl p-(nonadecylamino)benzoyl acetate instead of the ethyl p-hexadecylaminobenzoyl acetate above, there is obtained p-octylaminobenzoylacetic acid, p-dodecylaminobenzoylacetic acid, p-tetradecylaminobenzoylacetic acid, and p-nonadecylaminoenzoylacetic acid, respectively. Starting materials: CN(C1=CC(=CC=C1)C1=CC=CC=C1)CC(=O)OC (Methyl (N-methyl-3-phenylanilino)acetate), [H-].[Na+] (sodium hydride), C(=O)OC (methyl formate). Solvent: CN(C)C=O (DMF). The product is OC=C(C(=O)OC)N(C1=CC(=CC=C1)C1=CC=CC=C1)C (methyl 3-hydroxy-2-(N-methyl-3'-phenylanilino)propenoate). The yield is 12.5%. Reaction SMILES: [CH3:1][N:2]([CH2:15][C:16]([O:18][CH3:19])=[O:17])[C:3]1[CH:8]=[CH:7][CH:6]=[C:5]([C:9]2[CH:14]=[CH:13][CH:12]=[CH:11][CH:10]=2)[CH:4]=1.[H-].[Na+].[CH:22](OC)=[O:23]>CN(C=O)C>[OH:23][CH:22]=[C:15]([N:2]([CH3:1])[C:3]1[CH:8]=[CH:7][CH:6]=[C:5]([C:9]2[CH:14]=[CH:13][CH:12]=[CH:11][CH:10]=2)[CH:4]=1)[C:16]([O:18][CH3:19])=[O:17] |f:1.2|. Procedure details: Methyl (N-methyl-3-phenylanilino)acetate (4.33 g) was formylated as described in Example 1 by treatment with sodium hydride (0.94 g) and methyl formate (21.01 g) in DMF (50 ml) to give methyl 3-hydroxy-2-(N-methyl-3'-phenylanilino)propenoate (0.60 g) as a brown viscous liquid. Methylation with dimethyl sulphate (0.59 g) and potassium carbonate (0.62 g) in DMF (25 ml) for 5 hours afforded on work-up and HPLC (eluent petroleum ether - ether, 70:30) on silica gel a pure sample of the title compound... Reactants: N1=CC=CC=C1 (pyridine), NC1=C2C=NN(C2=CC(=C1)C=1C=C(C(=NC1)Cl)NS(=O)(=O)C)S(=O)(=O)C1=CC=CC=C1 (N-{5-[4-Amino-1-(phenylsulfonyl)-1H-indazol-6-yl]-2-chloro-3-pyridinyl}methane sulfonamide), CC=1SC=C(N1)C(=O)Cl (2-Methyl-1,3-thiazole-4-carbonyl chloride). Solvent: C(Cl)Cl (DCM). Conditions: time 1 hour. The product is ClC1=C(C=C(C=N1)C1=CC(=C2C=NNC2=C1)NC(=O)C=1N=C(SC1)C)NS(=O)(=O)C (N-(6-{6-Chloro-5-[(methylsulfonyl)amino]-3-pyridinyl}-1H-indazol-4-yl)-2-methyl-1,3-thiazole-4-carboxamide). Isolated yield 34.1%. Reaction SMILES: [NH2:1][C:2]1[CH:10]=[C:9]([C:11]2[CH:12]=[C:13]([NH:18][S:19]([CH3:22])(=[O:21])=[O:20])[C:14]([Cl:17])=[N:15][CH:16]=2)[CH:8]=[C:7]2[C:3]=1[CH:4]=[N:5][N:6]2S(C1C=CC=CC=1)(=O)=O.N1C=CC=CC=1.[CH3:38][C:39]1[S:40][CH:41]=[C:42]([C:44](Cl)=[O:45])[N:43]=1>C(Cl)Cl>[Cl:17][C:14]1[N:15]=[CH:16][C:11]([C:9]2[CH:8]=[C:7]3[C:3]([CH:4]=[N:5][NH:6]3)=[C:2]([NH:1][C:44]([C:42]3[N:43]=[C:39]([CH3:38])[S:40][CH:41]=3)=[O:45])[CH:10]=2)=[CH:12][C:13]=1[NH:18][S:19]([CH3:22])(=[O:20])=[O:21]. Procedure details: N-{5-[4-Amino-1-(phenylsulfonyl)-1H-indazol-6-yl]-2-chloro-3-pyridinyl}methane sulfonamide (100 mg) was dissolved in DCM (5 ml) and pyridine (0.02 ml) was added. 2-Methyl-1,3-thiazole-4-carbonyl chloride (41 mg) was added and the reaction stirred at RT for 1 h. The reaction was evaporated to dryness and the residue was stirred in MeOH:2M NaOH (aq) (5 ml, 1:1, v/v) for 15 min. The reaction was neutralised with 2M HCl and evaporated to dryness. The residue was dissolved in DMSO (1 ml), filtered an... Reactants: N1=CC=CC=C1 (pyridine), CC1=CC=C(S1)C(=O)Cl (5-methyl-thiophene-2-carbonyl chloride), NC=1SC2=C(N1)C(=CC=C2)Cl (2-Amino-4-chlorobenzothiazol). Solvent: ClCCl (dichloromethane). Reaction conditions: time 18 hour. The product is ClC1=CC=CC2=C1N=C(S2)NC(=O)C=2SC(=CC2)C (5-Methyl-thiophene-2-carboxylic acid (4-chloro-benzothiazol-2-yl)-amide). As a reaction SMILES: [NH2:1][C:2]1[S:3][C:4]2[CH:10]=[CH:9][CH:8]=[C:7]([Cl:11])[C:5]=2[N:6]=1.N1C=CC=CC=1.[CH3:18][C:19]1[S:23][C:22]([C:24](Cl)=[O:25])=[CH:21][CH:20]=1>ClCCl>[Cl:11][C:7]1[C:5]2[N:6]=[C:2]([NH:1][C:24]([C:22]3[S:23][C:19]([CH3:18])=[CH:20][CH:21]=3)=[O:25])[S:3][C:4]=2[CH:10]=[CH:9][CH:8]=1. Procedure details: 2-Amino-4-chlorobenzothiazol (92 mg, 0.50 mmol) is dissolved in dichloromethane (10 ml) and treated with pyridine (0.060 ml, 0.75 mmol) and 5-methyl-thiophene-2-carbonyl chloride (97 mg, 0.60 mmol). The reaction mixture is stirred at ambient temperature for 18 h and then evaporated to dryness. The residue is redissolved in ethyl acetate and water, the phases are separated and the organic layer extracted with brine. After dryin with sodium silfate, the solvent is removed in vacuo Flash chromatogr... The product is CCOC(=O)CC1(CC)OCCc2c1[nH]c1ccccc21. Reaction SMILES: [C:13]([CH2:14][CH3:15])(=[O:16])[CH2:17][C:18](=[O:19])[O:20][CH2:21][CH3:22].[OH2:23].[OH:1][CH2:2][CH2:3][c:4]1[cH:5][nH:6][c:7]2[cH:8][cH:9][cH:10][cH:11][c:12]12.[c:24]1([CH3:25])[cH:26][cH:27][c:28]([S:29]([OH:30])(=[O:31])=[O:32])[cH:33][cH:34]1.[cH:35]1[cH:36][cH:37][cH:38][cH:39][cH:40]1>>[O:1]1[CH2:2][CH2:3][c:4]2[c:5]([nH:6][c:7]3[cH:8][cH:9][cH:10][cH:11][c:12]23)[C:13]1([CH2:14][CH3:15])[CH2:17][C:18](=[O:19])[O:20][CH2:21][CH3:22]. Reactants: CCOC(=O)CC(=O)CC, O, OCCc1c[nH]c2ccccc12, Cc1ccc(S(=O)(=O)O)cc1, c1ccccc1.